From a dataset of the Open Reaction Database (ORD), a public repository of structured organic reaction records. describe an organic reaction: reactants, conditions, products, and yield The reactants are CC[O-].[Na+] (sodium ethylate), NC(=O)C1=C(C=CC=C1C)NC(C(=O)OCC)=O (ethyl ((2-(aminocarbonyl)-3-methylphenyl)amino)(oxo)acetate), Cl (Hydrochloric acid). The solvent is C(C)O (ethanol). Run at time 2 hour. Product: CC1=C2C(NC(=NC2=CC=C1)C(=O)OCC)=O (ethyl 5-methyl-4-oxo-3,4-dihydroquinazoline-2-carboxylate). Yield: 63.7%. As a reaction SMILES: [NH2:1][C:2]([C:4]1[C:9]([CH3:10])=[CH:8][CH:7]=[CH:6][C:5]=1[NH:11][C:12](=O)[C:13]([O:15][CH2:16][CH3:17])=[O:14])=[O:3].CC[O-].[Na+].Cl>C(O)C>[CH3:10][C:9]1[CH:8]=[CH:7][CH:6]=[C:5]2[C:4]=1[C:2](=[O:3])[NH:1][C:12]([C:13]([O:15][CH2:16][CH3:17])=[O:14])=[N:11]2 |f:1.2|. Procedure: To a suspension of ethyl ((2-(aminocarbonyl)-3-methylphenyl)amino)(oxo)acetate (760 mg, 3.04 mmol) in ethanol (15 mL) was added dropwise sodium ethylate (20% ethanol solution, 1.14 g, 3.34 mmol) under ice-cooling, and the mixture was stirred at room temperature for 2 hr. 1N Hydrochloric acid (5 mL) was added to the reaction mixture, and the mixture was extracted with ethyl acetate. The organic layer was washed with saturated brine, dried over sodium sulfate, and concentrated under reduced pressu... Reactants: N(=[N+]=[N-])C(C(=O)OC(C)(C)C)C1(C(N(CC1)CCC1=CC=CC=C1)=O)CC(C)C (tert-butyl α-azido-3-(2-methylpropyl)-2-oxo-1-(2-phenylethyl)-3-pyrrolidineacetate). The reagents and catalysts are [Pd] (palladium on carbon). Run in CCO (EtOH). Run at time 8 hour. Product: NC(C(=O)OC(C)(C)C)C1(C(N(CC1)CCC1=CC=CC=C1)=O)CC(C)C (tert-Butyl α-Amino-3-(2-methylpropyl)-2-oxo-1-(2-phenylethyl)-3-pyrrolidineacetate). Isolated yield 97.5%. As a reaction SMILES: [N:1]([CH:4]([C:12]1([CH2:26][CH:27]([CH3:29])[CH3:28])[CH2:16][CH2:15][N:14]([CH2:17][CH2:18][C:19]2[CH:24]=[CH:23][CH:22]=[CH:21][CH:20]=2)[C:13]1=[O:25])[C:5]([O:7][C:8]([CH3:11])([CH3:10])[CH3:9])=[O:6])=[N+]=[N-]>[Pd].CCO>[NH2:1][CH:4]([C:12]1([CH2:26][CH:27]([CH3:29])[CH3:28])[CH2:16][CH2:15][N:14]([CH2:17][CH2:18][C:19]2[CH:20]=[CH:21][CH:22]=[CH:23][CH:24]=2)[C:13]1=[O:25])[C:5]([O:7][C:8]([CH3:9])([CH3:11])[CH3:10])=[O:6]. Procedure details: A mixture of tert-butyl α-azido-3-(2-methylpropyl)-2-oxo-1-(2-phenylethyl)-3-pyrrolidineacetate (159 mg, 0.397 mmol), palladium on carbon (10%, 40 mg) and EtOH (2.0 mL) is hydrogenated overnight at 30 psi. The mixture is filtered and concentrated to give 145 mg (97%) of the title compound as an oil: The reactants are C(C)(C)(C)OC([C@H](CN(N=S(=O)=O)C(C1=CC=C(C=C1)C=CC=1NC=2C(=NC=CC2)N1)=O)C1=CC=CC=C1)=O (4- [2-(1H-Imidazo[4,5-b]pyridin-2-yl)ethenyl]benzoyl-2(S)-phenyl-sulfonylamino-β-alanine t-butyl ester), C(=O)(C(F)(F)F)O (TFA). Solvent: C(Cl)Cl (CH2Cl2). The product is CCO.O.[NH4+].[OH-] (EtOH H2O NH4OH), N1C(=NC2=NC=CC=C21)C=CC2=CC=C(C(=O)N(C[C@@H](C(=O)O)C1=CC=CC=C1)N=S(=O)=O)C=C2 (4-[2-(1H-Imidazo[4,5-b]pyridin-2-yl)ethenyl]benzoyl-2(S)-phenyl-sulfonylamino-β-alanine). Reaction SMILES: [C:1]([O:5][C:6](=[O:39])[C@@H:7]([C:33]1[CH:38]=[CH:37][CH:36]=[CH:35][CH:34]=1)[CH2:8][N:9]([C:14](=[O:32])[C:15]1[CH:20]=[CH:19][C:18]([CH:21]=[CH:22][C:23]2[NH:24][C:25]3[C:26]([N:31]=2)=[N:27][CH:28]=[CH:29][CH:30]=3)=[CH:17][CH:16]=1)[N:10]=[S:11](=[O:13])=[O:12])(C)(C)[CH3:2].C(O)(C(F)(F)F)=[O:41]>C(Cl)Cl>[CH3:2][CH2:1][OH:5].[OH2:41].[NH4+:9].[OH-:5].[NH:24]1[C:25]2[C:26](=[N:27][CH:28]=[CH:29][CH:30]=2)[N:31]=[C:23]1[CH:22]=[CH:21][C:18]1[CH:17]=[CH:16][C:15]([C:14]([N:9]([N:10]=[S:11](=[O:13])=[O:12])[CH2:8][C@H:7]([C:33]2[CH:34]=[CH:35][CH:36]=[CH:37][CH:38]=2)[C:6]([OH:39])=[O:5])=[O:32])=[CH:20][CH:19]=1 |f:3.4.5.6|. Procedure details: A CH2Cl2 solution (20 mL) of 31-4 (220 mg, 0.4 mmol) and TFA (5 mL) was stirred under ambient conditions for 5 h and concentrated. Flash chromatography (silica 9:0.5:0.5, EtOH/H2O/NH4OH) gave 31-5 as a solid. The reactants are CO, Fc1cnc(Cl)nc1Cl, Nc1ccc2[nH]c(=O)[nH]c2c1, O. Product: O=c1[nH]c2ccc(Nc3nc(Cl)ncc3F)cc2[nH]1. As a reaction SMILES: [CH3:21][OH:22].[Cl:12][c:13]1[n:14][cH:15][c:16]([F:20])[c:17]([Cl:19])[n:18]1.[NH2:1][c:2]1[cH:3][c:4]2[c:5]([nH:6][c:7](=[O:9])[nH:8]2)[cH:10][cH:11]1.[OH2:23]>>[NH:1]([c:2]1[cH:3][c:4]2[c:5]([nH:6][c:7](=[O:9])[nH:8]2)[cH:10][cH:11]1)[c:17]1[c:16]([F:20])[cH:15][n:14][c:13]([Cl:12])[n:18]1. The reactants are N#CN (cyanamide), Cl (hydrochloride), NC=1C=CC2=C(C=C(O2)C(=O)OCC)C1 (ethyl 5-amino-2-benzofurancarboxylate). Run in C(C)O (Ethanol). Reaction conditions: temperature 50 celsius. Yields the product N(C(=N)N)C=1C=CC2=C(C=C(O2)C(=O)OCC)C1 (ethyl 5-guanidino-2-benzofurancarboxylate). Yield: 90.0%. Reaction SMILES: [N:1]#[C:2][NH2:3].Cl.[NH2:5][C:6]1[CH:7]=[CH:8][C:9]2[O:13][C:12]([C:14]([O:16][CH2:17][CH3:18])=[O:15])=[CH:11][C:10]=2[CH:19]=1>C(O)C>[NH:5]([C:6]1[CH:7]=[CH:8][C:9]2[O:13][C:12]([C:14]([O:16][CH2:17][CH3:18])=[O:15])=[CH:11][C:10]=2[CH:19]=1)[C:2]([NH2:3])=[NH:1]. Procedure details: Ethanol (30 ml) and cyanamide (298 mg, 7.09 mmol) were added to hydrochloride (856 mg, 3.54 mmol) of ethyl 5-amino-2-benzofurancarboxylate, and the mixture was stirred with heating at about 50° C. for 24 hours. Low boiling matters were distilled away from the reaction mixture under reduced pressure and the residue was purified by silica gel column chromatography (chloroform/methanol=100/3-3/1) to give 902 mg of ethyl 5-guanidino-2-benzofurancarboxylate as a colorless solid (90%).